This data is from the Open Reaction Database (ORD), a public repository of structured organic reaction records. The task is: describe an organic reaction: reactants, conditions, products, and yield Reactants: C(CCC)C1=NOC(=C1/C=C/C=1SC(=C(N1)C)C(=O)O)C (2-[(E)-2-(3-butyl-5-methyl-isoxazol-4-yl)-vinyl]-4-methyl-thiazole-5-carboxylic acid), FC(CN)(F)F (2,2,2-trifluoroethylamine). Product: FC(CNC(=O)C1=C(N=C(S1)\C=C\C=1C(=NOC1C)CCCC)C)(F)F (2-[(E)-2-(3-Butyl-5-methyl-isoxazol-4-yl)-vinyl]-4-methyl-thiazole-5-carboxylic acid (2,2,2-trifluoro-ethyl)-amide). Yield: 68.0%. Reaction SMILES: [CH2:1]([C:5]1[C:9](/[CH:10]=[CH:11]/[C:12]2[S:13][C:14]([C:18]([OH:20])=O)=[C:15]([CH3:17])[N:16]=2)=[C:8]([CH3:21])[O:7][N:6]=1)[CH2:2][CH2:3][CH3:4].[F:22][C:23]([F:27])([F:26])[CH2:24][NH2:25]>>[F:22][C:23]([F:27])([F:26])[CH2:24][NH:25][C:18]([C:14]1[S:13][C:12](/[CH:11]=[CH:10]/[C:9]2[C:5]([CH2:1][CH2:2][CH2:3][CH3:4])=[N:6][O:7][C:8]=2[CH3:21])=[N:16][C:15]=1[CH3:17])=[O:20]. Procedure details: As described for example 104, 2-[(E)-2-(3-butyl-5-methyl-isoxazol-4-yl)-vinyl]-4-methyl-thiazole-5-carboxylic acid (153 mg, 0.5 mmol) was converted, using 2,2,2-trifluoroethylamine instead of rac-2-amino-1-butanol, to the title compound (131 mg, 68%) which was obtained as a white solid after purification by chromatography (silica, 50 to 100% ethyl acetate in heptane) and recrystallization from ethyl acetate/heptane. MS: m/e=388.2 [M+H]+.